From a dataset of the Open Reaction Database (ORD), a public repository of structured organic reaction records. describe an organic reaction: reactants, conditions, products, and yield Reactants: BrC=1C=C(C(=NC1)Cl)NS(=O)(=O)C1=CC=C(C=C1)F (N-(5-bromo-2-chloropyridin-3-yl)-4-fluorobenzenesulfonamide), C1(=CC=CC=C1)P(C1=CC=CC=C1)C1=CC=CC=2OC3=CC=CC=C3CC12 ((diphenylphosphino)xanthene), CC(C)([O-])C.[Na+] (sodium tert-butoxide), C(C1=CC=CC=C1)(C1=CC=CC=C1)=N (benzophenone imine). Reagents/catalysts: C(C)(=O)[O-].[Pd+2].C(C)(=O)[O-] (palladium (II) acetate). Run in C1(=CC=CC=C1)C (toluene). Run at temperature 100 celsius. Product: ClC1=NC=C(C=C1NS(=O)(=O)C1=CC=C(C=C1)F)N=C(C1=CC=CC=C1)C1=CC=CC=C1 (N-(2-Chloro-5-(Diphenylmethyleneamino)Pyridin-3-yl)-4-Fluorobenzenesulfonamide). The yield is 40.7%. RXN SMILES: Br[C:2]1[CH:3]=[C:4]([NH:9][S:10]([C:13]2[CH:18]=[CH:17][C:16]([F:19])=[CH:15][CH:14]=2)(=[O:12])=[O:11])[C:5]([Cl:8])=[N:6][CH:7]=1.C1(P(C2C3CC4C(=CC=CC=4)OC=3C=CC=2)C2C=CC=CC=2)C=CC=CC=1.CC(C)([O-])C.[Na+].[C:53](=[NH:66])([C:60]1[CH:65]=[CH:64][CH:63]=[CH:62][CH:61]=1)[C:54]1[CH:59]=[CH:58][CH:57]=[CH:56][CH:55]=1>C([O-])(=O)C.[Pd+2].C([O-])(=O)C.C1(C)C=CC=CC=1>[Cl:8][C:5]1[C:4]([NH:9][S:10]([C:13]2[CH:18]=[CH:17][C:16]([F:19])=[CH:15][CH:14]=2)(=[O:12])=[O:11])=[CH:3][C:2]([N:66]=[C:53]([C:54]2[CH:59]=[CH:58][CH:57]=[CH:56][CH:55]=2)[C:60]2[CH:65]=[CH:64][CH:63]=[CH:62][CH:61]=2)=[CH:7][N:6]=1 |f:2.3,5.6.7|. Reported procedure: A mixture of N-(5-bromo-2-chloropyridin-3-yl)-4-fluorobenzenesulfonamide (Inogent, Inc.) (1.000 g, 2.74 mmol), palladium (II) acetate (Aldrich) (0.035 g, 0.156 mmol), (diphenylphosphino)xanthene (Acros) (0.176 g, 0.304 mmol), sodium tert-butoxide (Fluka) (0.620 g, 6.45 mmol), toluene (10 mL), and benzophenone imine (Aldrich) (0.459 mL, 2.74 mmol) was heated at 100° C. in a sealed tube for 6 h. The reaction mixture was partitioned between EtOAc and Tris HCl (1 M, pH 7). The aqueous layer was extr... The reactants are NC1=NC=C(C=C1C(=O)OC)Br (methyl 2-amino-5-bromopyridine-3-carboxylate), CN (methylamine). Solvent: CO (methanol). Conditions: temperature 50 celsius, time 24 hour. Yields the product NC1=NC=C(C=C1)Br.CNC(=O)C=1C=NC=CC1 (2-amino-5-bromopyridine N-methylpyridine-3-carboxamide). The yield is 80.6%. Reaction SMILES: [NH2:1][C:2]1[C:7]([C:8]([O:10]C)=O)=[CH:6][C:5]([Br:12])=[CH:4][N:3]=1.[CH3:13][NH2:14]>CO>[NH2:1][C:2]1[CH:7]=[CH:6][C:5]([Br:12])=[CH:4][N:3]=1.[CH3:13][NH:14][C:8]([C:7]1[CH:2]=[N:3][CH:4]=[CH:5][CH:6]=1)=[O:10] |f:3.4|. Reported procedure: A slurry of the above methyl 2-amino-5-bromopyridine-3-carboxylate (3.0 g, 13 mmol) in methanol was cooled to 0° C., and methylamine gas was passed through the solution at a moderate rate for 5 min. The mixture was stirred in sealed tube at 50 ° C. for 24 h, and the methanol was removed in vacuo to provide 2-amino-5-bromopyridine-N-methylpyridine-3-carboxamide as a white solid (2.5 g, 80.6% yield): 1H NMR (400 MHz; DMSO-d6): 8.54 (br s, 1H); 8.19 (d, 1H); 8.08 (d, 1H); 7.25 (s, 1H); 2.72 (d, 3H)... Reactants: C(=O)=O (carbon dioxide), OC1=NC=NC(=C1)CC (4-hydroxy-6-ethylpyrimidine), C(O)([O-])=O.[Na+] (sodium hydrogen carbonate), BrBr (bromine). Run in O (water). The product is OC1=NC=NC(=C1Br)CC (4-hydroxy-5-bromo-6-ethylpyrimidine). RXN SMILES: [OH:1][C:2]1[CH:7]=[C:6]([CH2:8][CH3:9])[N:5]=[CH:4][N:3]=1.C(=O)([O-])O.[Na+].[Br:15]Br.C(=O)=O>O>[OH:1][C:2]1[C:7]([Br:15])=[C:6]([CH2:8][CH3:9])[N:5]=[CH:4][N:3]=1 |f:1.2|. Procedure details: 24.8 g (0.20 mol) of 4-hydroxy-6-ethylpyrimidine are dissolved with 16.8 g (0.20 mol) of sodium hydrogen carbonate in 50 ml of water, and 32 g (0.20 mol) of bromine are slowly added dropwise at 8° to 10° C., with cooling. In the course of the addition, carbon dioxide evolves, and the product precipitates in the form of crystals. The product is separated off by extraction with ethyl acetate and crystallises out when the extract is concentrated using a rotary evaporator. There are obtained 22.7 g ... The reactants are ClC=1C=C2C(C(=NC2=CC1)NCCCO)(O)C1=CC=CC=C1 (5-chloro-2-(3-hydroxypropylamino)-3-phenyl-3H-indol-3-ol), S(=O)(Cl)Cl (thionylchloride). The product is ClC=1C=C2C(C(=NC2=CC1)NCCCCl)(O)C1=CC=CC=C1 (5-chloro-2-(3-chloropropylamino)-3-phenyl-3H-indol-3-ol). As a reaction SMILES: [Cl:1][C:2]1[CH:3]=[C:4]2[C:8](=[CH:9][CH:10]=1)[N:7]=[C:6]([NH:11][CH2:12][CH2:13][CH2:14]O)[C:5]2([C:17]1[CH:22]=[CH:21][CH:20]=[CH:19][CH:18]=1)[OH:16].S(Cl)([Cl:25])=O>>[Cl:1][C:2]1[CH:3]=[C:4]2[C:8](=[CH:9][CH:10]=1)[N:7]=[C:6]([NH:11][CH2:12][CH2:13][CH2:14][Cl:25])[C:5]2([C:17]1[CH:22]=[CH:21][CH:20]=[CH:19][CH:18]=1)[OH:16]. Procedure: Reaction of 5-chloro-2-(3-hydroxypropylamino)-3-phenyl-3H-indol-3-ol with thionylchloride by a procedure analogous to that described in Example 2 gives 5-chloro-2-(3-chloropropylamino)-3-phenyl-3H-indol-3-ol. Starting materials: NC=1C=C(C(=O)O)C=CC1 (3-aminobenzoic acid), [OH-].[Na+] (sodium hydroxide), C(C)(=O)OCC (ethyl acetate), O(C(=O)OC(C)(C)C)C(=O)OC(C)(C)C ((BOC)2O). Solvent: O (water), O1CCOCC1 (dioxane). Reaction conditions: time 12 hour. Product: C(C)(C)(C)OC(=O)NC=1C=C(C(=O)O)C=CC1 (3-((tert-butoxycarbonyl)amino)benzoic acid). Reaction SMILES: [NH2:1][C:2]1[CH:3]=[C:4]([CH:8]=[CH:9][CH:10]=1)[C:5]([OH:7])=[O:6].[OH-].[Na+].[O:13](C(OC(C)(C)C)=O)[C:14]([O:16][C:17]([CH3:20])([CH3:19])[CH3:18])=O.C(OCC)(=O)C>O.O1CCOCC1>[C:17]([O:16][C:14]([NH:1][C:2]1[CH:3]=[C:4]([CH:8]=[CH:9][CH:10]=1)[C:5]([OH:7])=[O:6])=[O:13])([CH3:20])([CH3:19])[CH3:18] |f:1.2|. Procedure details: To a stirred solution of 3-aminobenzoic acid (5 g, 36.5 mmol) in water (40.0 ml) was added aq. solution of sodium hydroxide (2.187 g, 54.7 mmol) followed by (BOC)2O (10.16 ml, 43.8 mmol) in dioxane (20.0 ml) under ice cooling. The mixture was stirred under ice cooling for 30 min and further at room temperature for 12 hrs. To the reaction mixture ethyl acetate (50.0 ml) was added and the aq. layer was separated. The aq. layer was acidified up to pH 4 using 2N HCl and precipitated crystals were co... Reactants: Cl, CC(C)(C)OC(=O)N1CCC(Oc2ccc(OC(F)(F)C(F)F)cc2)CC1, C1COCCO1. The product is Cl, FC(F)C(F)(F)Oc1ccc(OC2CCNCC2)cc1. RXN SMILES: [ClH:1].[F:2][C:3]([CH:4]([F:5])[F:6])([O:7][c:8]1[cH:9][cH:10][c:11]([O:12][CH:13]2[CH2:14][CH2:15][N:16]([C:19]([O:20][C:21]([CH3:22])([CH3:23])[CH3:24])=[O:25])[CH2:17][CH2:18]2)[cH:26][cH:27]1)[F:28].[O:29]1[CH2:30][CH2:31][O:32][CH2:33][CH2:34]1>>[ClH:1].[F:2][C:3]([CH:4]([F:5])[F:6])([O:7][c:8]1[cH:9][cH:10][c:11]([O:12][CH:13]2[CH2:14][CH2:15][NH:16][CH2:17][CH2:18]2)[cH:26][cH:27]1)[F:28]. The reactants are OCC(C(C(C(COC1=C(C(=C(C(=C1F)F)[N+](=O)[O-])F)F)(F)F)(F)F)(F)F)(F)F (4-(6-hydroxy-2,2,3,3,4,4,5,5-octafluorohexyloxy)-2,3,5,6-tetrafluoronitrobenzene), O.O.[Sn](Cl)Cl (tin (II) chloride dihydrate), [OH-].[K+] (potassium hydroxide). Run in ice water, C(C)O (ethanol), O (water). Product: OCC(C(C(C(COC1=C(C(=C(C(=C1F)F)N)F)F)(F)F)(F)F)(F)F)(F)F (4-(6-Hydroxy-2,2,3,3,4,4,5,5-octafluorohexyloxy)-2,3,5,6-tetrafluorobenzeneamine). Isolated yield 94.7%. RXN SMILES: [OH:1][CH2:2][C:3]([F:29])([F:28])[C:4]([F:27])([F:26])[C:5]([F:25])([F:24])[C:6]([F:23])([F:22])[CH2:7][O:8][C:9]1[C:14]([F:15])=[C:13]([F:16])[C:12]([N+:17]([O-])=O)=[C:11]([F:20])[C:10]=1[F:21].O.O.[Sn](Cl)Cl.[OH-].[K+]>C(O)C.O>[OH:1][CH2:2][C:3]([F:28])([F:29])[C:4]([F:27])([F:26])[C:5]([F:24])([F:25])[C:6]([F:22])([F:23])[CH2:7][O:8][C:9]1[C:14]([F:15])=[C:13]([F:16])[C:12]([NH2:17])=[C:11]([F:20])[C:10]=1[F:21] |f:1.2.3,4.5|. Procedure: A solution of the 4-(6-hydroxy-2,2,3,3,4,4,5,5-octafluorohexyloxy)-2,3,5,6-tetrafluoronitrobenzene (2.0 g) in ethanol (50 mL) was treated with tin (II) chloride dihydrate (9.9 g) at 60° C. for 18 hrs. under a nitrogen atmosphere. The mixture was diluted with ice water, basified with potassium hydroxide (10.1 g) in water (80 mL) and extracted with ethyl ether. The extracts were washed with water and brine, dried (K2CO3), and concentrated to an oil. The oil was purified by chromatography to give 4... Reactants: Cc1ccccc1, CCOc1ccc(C2(O)CCC(C3CCC4(CC3)OCCO4)CC2)c(F)c1Cl, OCCO, Cc1ccc(S(=O)(=O)O)cc1. Yields the product CCOc1ccc(C2=CCC(C3CCC4(CC3)OCCO4)CC2)c(F)c1Cl. Reaction SMILES: [CH3:44][c:45]1[cH:46][cH:47][cH:48][cH:49][cH:50]1.[Cl:1][c:2]1[c:3]([F:28])[c:4]([C:11]2([OH:27])[CH2:12][CH2:13][CH:14]([CH:17]3[CH2:18][CH2:19][C:20]4([O:21][CH2:22][CH2:23][O:24]4)[CH2:25][CH2:26]3)[CH2:15][CH2:16]2)[cH:5][cH:6][c:7]1[O:8][CH2:9][CH3:10].[OH:40][CH2:41][CH2:42][OH:43].[c:29]1([CH3:30])[cH:31][cH:32][c:33]([S:34]([OH:35])(=[O:36])=[O:37])[cH:38][cH:39]1>>[Cl:1][c:2]1[c:3]([F:28])[c:4]([C:11]2=[CH:12][CH2:13][CH:14]([CH:17]3[CH2:18][CH2:19][C:20]4([O:21][CH2:22][CH2:23][O:24]4)[CH2:25][CH2:26]3)[CH2:15][CH2:16]2)[cH:5][cH:6][c:7]1[O:8][CH2:9][CH3:10].